From a dataset of the Open Reaction Database (ORD), a public repository of structured organic reaction records. describe an organic reaction: reactants, conditions, products, and yield Starting materials: [OH-].[Na+] (Sodium hydroxide), C(C)OC(CN(C(C1=C(C=CC(=C1)OCCCCCCCCCCCCCCCCCC)OCCCC1=CC=CC=C1)=O)CC(=O)OCC)=O (N-(2-ethoxy-2-oxoethyl)-N-[5-(octadecyloxy)-2-(3-phenylpropoxy)benzoyl]glycine ethyl ester). Yields the product C(=O)(O)CN(CC(=O)O)C(C1=C(C=CC(=C1)OCCCCCCCCCCCCCCCCCC)OCCCC1=CC=CC=C1)=O (N-(carboxymethyl)-N-[5-(octadecyloxy)-2-(3-phenylpropoxy)benzoyl]glycine). The yield is 82.0%. RXN SMILES: [OH-].[Na+].C([O:5][C:6](=[O:52])[CH2:7][N:8]([CH2:46][C:47]([O:49]CC)=[O:48])[C:9](=[O:45])[C:10]1[CH:15]=[C:14]([O:16][CH2:17][CH2:18][CH2:19][CH2:20][CH2:21][CH2:22][CH2:23][CH2:24][CH2:25][CH2:26][CH2:27][CH2:28][CH2:29][CH2:30][CH2:31][CH2:32][CH2:33][CH3:34])[CH:13]=[CH:12][C:11]=1[O:35][CH2:36][CH2:37][CH2:38][C:39]1[CH:44]=[CH:43][CH:42]=[CH:41][CH:40]=1)C>>[C:47]([CH2:46][N:8]([C:9](=[O:45])[C:10]1[CH:15]=[C:14]([O:16][CH2:17][CH2:18][CH2:19][CH2:20][CH2:21][CH2:22][CH2:23][CH2:24][CH2:25][CH2:26][CH2:27][CH2:28][CH2:29][CH2:30][CH2:31][CH2:32][CH2:33][CH3:34])[CH:13]=[CH:12][C:11]=1[O:35][CH2:36][CH2:37][CH2:38][C:39]1[CH:40]=[CH:41][CH:42]=[CH:43][CH:44]=1)[CH2:7][C:6]([OH:52])=[O:5])([OH:49])=[O:48] |f:0.1|. Reported procedure: Sodium hydroxide hydrolysis of N-(2-ethoxy-2-oxoethyl)-N-[5-(octadecyloxy)-2-(3-phenylpropoxy)benzoyl]glycine ethyl ester under conditions described in Example 81 gave N-(carboxymethyl)-N-[5-(octadecyloxy)-2-(3-phenylpropoxy)benzoyl]glycine 82% yield, mp 101°-102°). Reactants: CC(C)C(NC(=O)OC(C)(C)C)C(=O)OC(C)C(O)C1CNc2[nH]c(N=CN(C)C)nc(=O)c2N1C(=O)OC(C)(C)C, O=C([O-])O, CC#N, ClCCl, Cl, [Na+]. Product: CC(C)C(NC(=O)OC(C)(C)C)C(=O)OC(C)C(O)C1CNc2[nH]c(N)nc(=O)c2N1C(=O)OC(C)(C)C. As a reaction SMILES: [C:1]([CH3:2])([CH3:3])([CH3:4])[O:5][C:6](=[O:7])[N:8]1[c:9]2[c:10](=[O:42])[n:11][c:12]([N:37]=[CH:38][N:39]([CH3:40])[CH3:41])[nH:13][c:14]2[NH:15][CH2:16][CH:17]1[CH:18]([CH:19]([CH3:20])[O:21][C:22]([CH:23]([CH:24]([CH3:25])[CH3:26])[NH:27][C:28](=[O:29])[O:30][C:31]([CH3:32])([CH3:33])[CH3:34])=[O:35])[OH:36].[C:44](=[O:45])([OH:46])[O-:47].[CH3:49][C:50]#[N:51].[Cl:52][CH2:53][Cl:54].[ClH:43].[Na+:48]>>[C:1]([CH3:2])([CH3:3])([CH3:4])[O:5][C:6](=[O:7])[N:8]1[c:9]2[c:10](=[O:42])[n:11][c:12]([NH2:37])[nH:13][c:14]2[NH:15][CH2:16][CH:17]1[CH:18]([CH:19]([CH3:20])[O:21][C:22]([CH:23]([CH:24]([CH3:25])[CH3:26])[NH:27][C:28](=[O:29])[O:30][C:31]([CH3:32])([CH3:33])[CH3:34])=[O:35])[OH:36]. Starting materials: [Cr](=O)(=O)([O-])Cl.[NH+]1=CC=CC=C1 (pyridinium chlorochromate), COC1=CC=C(C=C1)N1N=C(C=C1C1=CC=C(C=C1)C)C(O)C1=CC=CC=C1 (1-[1-(4-Methoxyphenyl)-5-(4-methylphenyl)-3-pyrazolyl]-1-phenyl-methanol), CCOCC (Et2O). The solvent is C(Cl)Cl (CH2Cl2). Reaction conditions: time 30 minute. Product: C(C1=CC=CC=C1)(=O)C1=NN(C(=C1)C1=CC=C(C=C1)C)C1=CC=C(C=C1)OC (3-Benzoyl-1-(4-methoxyphenyl)-5-(4-methylphenyl)pyrazole). Reaction SMILES: [CH3:1][O:2][C:3]1[CH:8]=[CH:7][C:6]([N:9]2[C:13]([C:14]3[CH:19]=[CH:18][C:17]([CH3:20])=[CH:16][CH:15]=3)=[CH:12][C:11]([CH:21]([C:23]3[CH:28]=[CH:27][CH:26]=[CH:25][CH:24]=3)[OH:22])=[N:10]2)=[CH:5][CH:4]=1.[Cr](Cl)([O-])(=O)=O.[NH+]1C=CC=CC=1.CCOCC>C(Cl)Cl>[C:21]([C:11]1[CH:12]=[C:13]([C:14]2[CH:19]=[CH:18][C:17]([CH3:20])=[CH:16][CH:15]=2)[N:9]([C:6]2[CH:5]=[CH:4][C:3]([O:2][CH3:1])=[CH:8][CH:7]=2)[N:10]=1)(=[O:22])[C:23]1[CH:24]=[CH:25][CH:26]=[CH:27][CH:28]=1 |f:1.2|. Procedure details: Compound 77 (3.7 g, 10 mM) was dissolved in CH2Cl2 (100 ml) and pyridinium chlorochromate (3.44 g, 16 mM) was added with vigorous stirringand stirred for 30 min. Et2O (150 ml) was added and the mixture was sonicated for 5 min and filtered through florisil (100-200 mesh), the Florisil washed with additional Et2O and the combined Et2O layer evaporated in vacuo to yield the title compound of sufficient purityfor subsequent steps. Starting materials: [OH-].[K+] (potassium hydroxide), C(C1=CC=CC=C1)(=O)OC1CC(N(C(C1)(C)C)OC1CCC(C2=CC=CC=C12)ON1C(CC(CC1(C)C)OC(C1=CC=CC=C1)=O)(C)C)(C)C (1,4-Bis(4-benzoyloxy-2,2,6,6-tetramethylpiperidin-1-yloxy)-1,2,3,4-tetrahydronaphthalene). The solvent is C(C)O (ethanol). Yields the product OC1CC(N(C(C1)(C)C)OC1CCC(C2=CC=CC=C12)ON1C(CC(CC1(C)C)O)(C)C)(C)C (1,4-Bis(4-hydroxy-2,2,6,6-tetramethylpiperidin-1-yloxy)-1,2,3,4-tetrahydronaphthalene). RXN SMILES: [OH-].[K+].C([O:11][CH:12]1[CH2:17][C:16]([CH3:19])([CH3:18])[N:15]([O:20][CH:21]2[C:30]3[C:25](=[CH:26][CH:27]=[CH:28][CH:29]=3)[CH:24]([O:31][N:32]3[C:37]([CH3:39])([CH3:38])[CH2:36][CH:35]([O:40]C(=O)C4C=CC=CC=4)[CH2:34][C:33]3([CH3:50])[CH3:49])[CH2:23][CH2:22]2)[C:14]([CH3:52])([CH3:51])[CH2:13]1)(=O)C1C=CC=CC=1>C(O)C>[OH:40][CH:35]1[CH2:36][C:37]([CH3:38])([CH3:39])[N:32]([O:31][CH:24]2[C:25]3[C:30](=[CH:29][CH:28]=[CH:27][CH:26]=3)[CH:21]([O:20][N:15]3[C:14]([CH3:52])([CH3:51])[CH2:13][CH:12]([OH:11])[CH2:17][C:16]3([CH3:19])[CH3:18])[CH2:22][CH2:23]2)[C:33]([CH3:50])([CH3:49])[CH2:34]1 |f:0.1|. Procedure details: The title compound is prepared by the basic hydrolysis (potassium hydroxide is ethanol) of the compound prepared in Example 28A.